From a dataset of the Open Reaction Database (ORD), a public repository of structured organic reaction records. describe an organic reaction: reactants, conditions, products, and yield Starting materials: CCOC(=N)c1ccc(NC(=O)C2=Cc3cc(-c4ccc(C)cc4)ccc3OCC2)cc1, CCN, CCO, Cl. Yields the product CCNC(=N)c1ccc(NC(=O)C2=Cc3cc(-c4ccc(C)cc4)ccc3OCC2)cc1, Cl. RXN SMILES: [CH2:2]([O:3][C:5](=[NH:6])[c:7]1[cH:8][cH:9][c:10]([NH:13][C:14](=[O:15])[C:16]2=[CH:22][c:21]3[c:20]([cH:26][cH:25][c:24](-[c:27]4[cH:28][cH:29][c:30]([CH3:33])[cH:31][cH:32]4)[cH:23]3)[O:19][CH2:18][CH2:17]2)[cH:11][cH:12]1)[CH3:4].[CH3:34][CH2:35][NH2:36].[CH3:37][CH2:38][OH:39].[ClH:1]>>[C:5](=[NH:6])([c:7]1[cH:8][cH:9][c:10]([NH:13][C:14](=[O:15])[C:16]2=[CH:22][c:21]3[c:20]([cH:26][cH:25][c:24](-[c:27]4[cH:28][cH:29][c:30]([CH3:33])[cH:31][cH:32]4)[cH:23]3)[O:19][CH2:18][CH2:17]2)[cH:11][cH:12]1)[NH:36][CH2:35][CH3:34].[ClH:1]. The reactants are CCO, CC(=O)[O-], CSc1ccc(C(=O)Cc2ccccc2)cc1, [Cl-], [Na+], O, [NH3+]O. Product: CSc1ccc(C(Cc2ccccc2)=NO)cc1. RXN SMILES: [CH3:27][CH2:28][OH:29].[CH3:5][C:6](=[O:7])[O-:8].[CH3:9][S:10][c:11]1[cH:12][cH:13][c:14]([C:17]([CH2:18][c:19]2[cH:20][cH:21][cH:22][cH:23][cH:24]2)=[O:25])[cH:15][cH:16]1.[Cl-:1].[Na+:4].[OH2:26].[OH:2][NH3+:3]>>[OH:2][N:3]=[C:17]([c:14]1[cH:13][cH:12][c:11]([S:10][CH3:9])[cH:16][cH:15]1)[CH2:18][c:19]1[cH:20][cH:21][cH:22][cH:23][cH:24]1. The reactants are CCCCO, COC(=O)Cc1nc(C)sc1C, NN, O. Product: Cc1nc(CC(=O)NN)c(C)s1. Reaction SMILES: [CH2:16]([OH:17])[CH2:18][CH2:19][CH3:20].[CH3:1][O:2][C:3]([CH2:4][c:5]1[n:6][c:7]([CH3:11])[s:8][c:9]1[CH3:10])=[O:12].[NH2:14][NH2:15].[OH2:13]>>[O:2]=[C:3]([CH2:4][c:5]1[n:6][c:7]([CH3:11])[s:8][c:9]1[CH3:10])[NH:14][NH2:15]. The reactants are CCO, [Na+], [Na+], O, O=S([O-])[O-], O=c1n(CCCCCCCBr)c(-c2ccccc2)c(-c2ccccc2)n1-c1ccccc1. The product is [Na+], O=c1n(CCCCCCCS(=O)(=O)[O-])c(-c2ccccc2)c(-c2ccccc2)n1-c1ccccc1. Reaction SMILES: [CH3:39][CH2:40][OH:41].[Na+:37].[Na+:38].[OH2:42].[S:33](=[O:34])([O-:35])[O-:36].[c:1]1(-[n:7]2[c:8](=[O:32])[n:9]([CH2:24][CH2:25][CH2:26][CH2:27][CH2:28][CH2:29][CH2:30][Br:31])[c:10](-[c:18]3[cH:19][cH:20][cH:21][cH:22][cH:23]3)[c:11]2-[c:12]2[cH:13][cH:14][cH:15][cH:16][cH:17]2)[cH:2][cH:3][cH:4][cH:5][cH:6]1>>[Na+:37].[c:1]1(-[n:7]2[c:8](=[O:32])[n:9]([CH2:24][CH2:25][CH2:26][CH2:27][CH2:28][CH2:29][CH2:30][S:33](=[O:34])(=[O:35])[O-:36])[c:10](-[c:18]3[cH:19][cH:20][cH:21][cH:22][cH:23]3)[c:11]2-[c:12]2[cH:13][cH:14][cH:15][cH:16][cH:17]2)[cH:2][cH:3][cH:4][cH:5][cH:6]1. The reactants are ClC(=CC1=CC=C(CBr)C=C1)C(F)(F)F (4-(2-chloro-3,3,3-trifluoroprop-1-enyl)-benzyl bromide), C(C)(C)(C)N1N=CC(=C(C1=O)Cl)S (2-tert.-butyl-4-chloro-5-mercapto-3(2H)-pyridazinone), C([O-])([O-])=O.[K+].[K+] (potassium carbonate). Solvent: CN(C=O)C (dimethylformamide). The product is C(C)(C)(C)N1N=CC(=C(C1=O)Cl)SCC1=CC=C(C=C1)C=C(C(F)(F)F)Cl (2-tert.-butyl-4-chloro-5-[4-(2-chloro-3,3,3-trifluoro-prop-1-enyl)-benzyl-thio]-3(2H)-pyridazinone). RXN SMILES: [Cl:1][C:2]([C:12]([F:15])([F:14])[F:13])=[CH:3][C:4]1[CH:11]=[CH:10][C:7]([CH2:8]Br)=[CH:6][CH:5]=1.[C:16]([N:20]1[C:25](=[O:26])[C:24]([Cl:27])=[C:23]([SH:28])[CH:22]=[N:21]1)([CH3:19])([CH3:18])[CH3:17].C(=O)([O-])[O-].[K+].[K+]>CN(C)C=O>[C:16]([N:20]1[C:25](=[O:26])[C:24]([Cl:27])=[C:23]([S:28][CH2:8][C:7]2[CH:10]=[CH:11][C:4]([CH:3]=[C:2]([Cl:1])[C:12]([F:15])([F:14])[F:13])=[CH:5][CH:6]=2)[CH:22]=[N:21]1)([CH3:19])([CH3:17])[CH3:18] |f:2.3.4|. Procedure: 1.2 g of 4-(2-chloro-3,3,3-trifluoroprop-1-enyl)-benzyl bromide and 0.8 g of 2-tert.-butyl-4-chloro-5-mercapto-3(2H)-pyridazinone are added to a suspension of 0.7 g of potassium carbonate in 10 cc of dimethylformamide. Starting materials: CC(=O)O, CO, O=[N+]([O-])c1nonc1N=Nc1nonc1[N+](=O)[O-]. Yields the product O=[N+]([O-])c1nonc1NNc1nonc1[N+](=O)[O-]. Reaction SMILES: [CH3:19][C:20](=[O:21])[OH:22].[CH3:23][OH:24].[N+:1](=[O:2])([O-:3])[c:4]1[n:5][o:6][n:7][c:8]1[N:9]=[N:10][c:11]1[c:12]([N+:16](=[O:17])[O-:18])[n:13][o:14][n:15]1>>[N+:1](=[O:2])([O-:3])[c:4]1[n:5][o:6][n:7][c:8]1[NH:9][NH:10][c:11]1[c:12]([N+:16](=[O:17])[O-:18])[n:13][o:14][n:15]1.